Task: describe an organic reaction: reactants, conditions, products, and yield. Dataset: the Open Reaction Database (ORD), a public repository of structured organic reaction records Starting materials: CC(=O)O[BH-](OC(C)=O)OC(C)=O, ClCCl, O=CN1CCNCC1, O=CN1CCN(CC2CCCCC2)CC1, Cl, [Na+]. Product: Cl, C1CCC(CN2CCNCC2)CC1. As a reaction SMILES: [C:1]([O:2][BH-:3]([O:4][C:5](=[O:6])[CH3:7])[O:8][C:9](=[O:10])[CH3:11])(=[O:12])[CH3:13].[CH2:39]([Cl:40])[Cl:41].[CH:15]([N:16]1[CH2:17][CH2:18][NH:19][CH2:20][CH2:21]1)=[O:22].[CH:23](=[O:24])[N:25]1[CH2:26][CH2:27][N:28]([CH2:31][CH:32]2[CH2:33][CH2:34][CH2:35][CH2:36][CH2:37]2)[CH2:29][CH2:30]1.[ClH:38].[Na+:14]>>[ClH:38].[NH:25]1[CH2:26][CH2:27][N:28]([CH2:31][CH:32]2[CH2:33][CH2:34][CH2:35][CH2:36][CH2:37]2)[CH2:29][CH2:30]1. Reactants: C1CCNCC1, CCOC(=O)C(Br)c1ccc(S(=O)(=O)Cl)cc1, ClCCl. As a reaction SMILES: [CH2:18]1[CH2:19][CH2:20][NH:21][CH2:22][CH2:23]1.[CH2:1]([CH3:2])[O:3][C:4]([CH:5]([c:6]1[cH:7][cH:8][c:9]([S:12](=[O:13])(=[O:14])[Cl:15])[cH:10][cH:11]1)[Br:16])=[O:17].[Cl:24][CH2:25][Cl:26]>>[CH2:1]([CH3:2])[O:3][C:4]([CH:5]([c:6]1[cH:7][cH:8][c:9]([S:12](=[O:13])(=[O:14])[N:21]2[CH2:20][CH2:19][CH2:18][CH2:23][CH2:22]2)[cH:10][cH:11]1)[Br:16])=[O:17]. The product is CCOC(=O)C(Br)c1ccc(S(=O)(=O)N2CCCCC2)cc1.